From a dataset of the Open Reaction Database (ORD), a public repository of structured organic reaction records. describe an organic reaction: reactants, conditions, products, and yield Run in C(Cl)(Cl)Cl (chloroform), C(Cl)(Cl)Cl (chloroform). Reaction SMILES: [C:1]1([C:7]([NH:9][C:10]2[NH:11][CH:12]=[CH:13][N:14]=2)=[S:8])[CH:6]=[CH:5][CH:4]=[CH:3][CH:2]=1.S(Cl)([Cl:18])(=O)=O>C(Cl)(Cl)Cl>[ClH:18].[C:1]1([C:7]2[S:8][N:14]3[CH:13]=[CH:12][N:11]=[C:10]3[N:9]=2)[CH:2]=[CH:3][CH:4]=[CH:5][CH:6]=1 |f:3.4|. The product is Cl.C1(=CC=CC=C1)C1=NC=2N(C=CN2)S1 (2-phenyl-1,2,4-thiadiazolo-[2,3-a]-imidazole hydrochloride). Procedure details: To a solution of 0.4 g. of 2-phenylthiocarbonylaminoimidazole [(IV), R = phenyl] in 20 ml. of chloroform there is added dropwise, at 20°-25°C., a solution of 0.165 ml. of sulfuryl chloride in 5 ml. of chloroform. After two hours the precipitate which forms is filtered, dissolved in methanol, and precipitated from ether to yield 2-phenyl-1,2,4-thiadiazolo-[2,3-a]-imidazole hydrochloride. Starting materials: C1(=CC=CC=C1)C(=S)NC=1NC=CN1 (2-phenylthiocarbonylaminoimidazole), S(=O)(=O)(Cl)Cl (sulfuryl chloride). Reactants: S(=O)(Cl)Cl (Thionyl chloride), OC[C@]1(N(CCC1)CCC1=CC=C(C=C1)OC)C ((S)-2-hydroxymethyl-1-(4-methoxyphenethyl)-2-methylpyrrolidine). Solvent: ClCCl (dichloromethane), ClCCl (dichloromethane). Yields the product Cl[C@]1(CN(CCC1)CCC1=CC=C(C=C1)OC)C ((R)-3-Chloro-1-(4-methoxyphenethyl)-3-methylpiperidine). Yield: 34.7%. As a reaction SMILES: S(Cl)([Cl:3])=O.O[CH2:6][C@:7]1([CH3:22])[CH2:11][CH2:10][CH2:9][N:8]1[CH2:12][CH2:13][C:14]1[CH:19]=[CH:18][C:17]([O:20][CH3:21])=[CH:16][CH:15]=1>ClCCl>[Cl:3][C@:7]1([CH3:22])[CH2:11][CH2:10][CH2:9][N:8]([CH2:12][CH2:13][C:14]2[CH:19]=[CH:18][C:17]([O:20][CH3:21])=[CH:16][CH:15]=2)[CH2:6]1. Procedure: Thionyl chloride (238 mg) was added slowly to a solution of (S)-2-hydroxymethyl-1-(4-methoxyphenethyl)-2-methylpyrrolidine (see Preparation 10) (349 mg) in dichloromethane (15 ml) and the mixture was heated under reflux for 2 hours. The reaction was cooled, diluted with dichloromethane, washed with 10% aqueous sodium carbonate solution, dried over sodium sulphate and evaporated under reduced pressure to give the title compound as a brown gum, (130 mg), which was characterised by NMR and used dir...